The task is: describe an organic reaction: reactants, conditions, products, and yield. This data is from the Open Reaction Database (ORD), a public repository of structured organic reaction records. Procedure details: 3-[3-(6'-chloro-2-oxo-2H-[1,2']bipyridinyl-4-ylmethyl)-3H-imidazol-4-ylmethyl]-benzonitrile was prepared in a manner substantially similar to the procedure described above for 4-[3-(6'-chloro-2-oxo-2H-[1,2'] bipyridinyl-4-ylmethyl)-3H-imidazol-4-ylmethyl]-benzonitrile, but substituting 3-(1-trityl-1H-imidazol-4-ylmethyl)-benzonitrile for 4-(1-trityl-1H-imidazol-4-ylmethyl)-benzonitrile in Step 7. The product is ClC1=CC=CC(=N1)N1C(C=C(C=C1)CN1C=NC=C1CC=1C=C(C#N)C=CC1)=O (3-[3-(6'-chloro-2-oxo-2H-[1,2']bipyridinyl-4-ylmethyl)-3H-imidazol-4-ylmethyl]-benzonitrile). Reaction SMILES: [Cl:1][C:2]1[N:7]=[C:6]([N:8]2[CH:13]=[CH:12][C:11]([CH2:14][N:15]3[C:19]([CH2:20]C4C=CC(C#N)=CC=4)=[CH:18][N:17]=[CH:16]3)=[CH:10][C:9]2=[O:29])[CH:5]=[CH:4][CH:3]=1.[C:30]([N:49]1C=C(CC2C=CC(C#N)=CC=2)N=C1)(C1C=CC=CC=1)(C1C=CC=CC=1)[C:31]1[CH:36]=[CH:35][CH:34]=[CH:33][CH:32]=1>>[Cl:1][C:2]1[N:7]=[C:6]([N:8]2[CH:13]=[CH:12][C:11]([CH2:14][N:15]3[C:19]([CH2:20][C:33]4[CH:32]=[C:31]([CH:36]=[CH:35][CH:34]=4)[C:30]#[N:49])=[CH:18][N:17]=[CH:16]3)=[CH:10][C:9]2=[O:29])[CH:5]=[CH:4][CH:3]=1. Reactants: ClC1=CC=CC(=N1)N1C(C=C(C=C1)CN1C=NC=C1CC1=CC=C(C#N)C=C1)=O (4-[3-(6'-chloro-2-oxo-2H-[1,2'] bipyridinyl-4-ylmethyl)-3H-imidazol-4-ylmethyl]-benzonitrile), C(C1=CC=CC=C1)(C1=CC=CC=C1)(C1=CC=CC=C1)N1C=NC(=C1)CC1=CC=C(C#N)C=C1 (4-(1-trityl-1H-imidazol-4-ylmethyl)-benzonitrile). The reactants are CCO, Cl, [Na+], [OH-], O, COC(=O)c1ccc2nsnc2c1. Yields the product O=C(O)c1ccc2nsnc2c1. RXN SMILES: [CH3:1][CH2:2][OH:3].[ClH:19].[Na+:18].[OH-:17].[OH2:20].[n:4]1[c:5]2[c:6]([n:7][s:8]1)[cH:9][c:10]([C:13](=[O:14])[O:15][CH3:16])[cH:11][cH:12]2>>[n:4]1[c:5]2[c:6]([n:7][s:8]1)[cH:9][c:10]([C:13](=[O:14])[OH:15])[cH:11][cH:12]2. The reactants are NC[C@@H]1CN(CCO[C@H]1C1=CC(=C(C=C1)Cl)Cl)C(=O)OC(C)(C)C (tert-butyl (6R,7R)-6-(aminomethyl)-7-(3,4-dichlorophenyl)-1,4-oxazepane-4-carboxylate), O(C1=CC=CC=C1)CC(=O)O (2-phenoxyacetic acid). The product is Cl.ClC=1C=C(C=CC1Cl)[C@H]1[C@@H](CNCCO1)CNC(COC1=CC=CC=C1)=O (N-{[(6S,7R)-7-(3,4-dichlorophenyl)-1,4-oxazepan-6-yl]methyl}-2-phenoxyacetamide monohydrochloride). RXN SMILES: [NH2:1][CH2:2][C@H:3]1[C@H:9]([C:10]2[CH:15]=[CH:14][C:13]([Cl:16])=[C:12]([Cl:17])[CH:11]=2)[O:8][CH2:7][CH2:6][N:5](C(OC(C)(C)C)=O)[CH2:4]1.[O:25]([CH2:32][C:33](O)=[O:34])[C:26]1[CH:31]=[CH:30][CH:29]=[CH:28][CH:27]=1>>[ClH:16].[Cl:17][C:12]1[CH:11]=[C:10]([C@@H:9]2[O:8][CH2:7][CH2:6][NH:5][CH2:4][C@H:3]2[CH2:2][NH:1][C:33](=[O:34])[CH2:32][O:25][C:26]2[CH:31]=[CH:30][CH:29]=[CH:28][CH:27]=2)[CH:15]=[CH:14][C:13]=1[Cl:16] |f:2.3|. Procedure: Using tert-butyl (6R,7R)-6-(aminomethyl)-7-(3,4-dichlorophenyl)-1,4-oxazepane-4-carboxylate and 2-phenoxyacetic acid, and in the same manner as in Example 39, the title compound was obtained. Starting materials: N1=CC=CC=C1 (pyridine), Cl (HCl), BrC=1C=C(C=CC1C)NC(C)C ((3-Bromo-4-methyl-phenyl)-isopropyl-amine), BrC=1C=C(C=CC1C)NC(C)C ((3-Bromo-4-methyl-phenyl)-isopropyl-amine), CC(=CC(=O)Cl)C (3,3-dimethylacryloyl chloride). Run in ClCCl (dichloromethane), ClCCl (dichloromethane). Conditions: temperature 0 celsius, time 5 hour. The product is BrC=1C=C(C=CC1C)N(C(C=C(C)C)=O)C(C)C (3-Methyl-but-2-enoic acid (3-bromo-4-methyl-phenyl)-isopropyl-amide). Reaction SMILES: [Br:1][C:2]1[CH:3]=[C:4]([NH:9][CH:10]([CH3:12])[CH3:11])[CH:5]=[CH:6][C:7]=1[CH3:8].[CH3:13][C:14]([CH3:19])=[CH:15][C:16](Cl)=[O:17].N1C=CC=CC=1.Cl>ClCCl>[Br:1][C:2]1[CH:3]=[C:4]([N:9]([CH:10]([CH3:12])[CH3:11])[C:16](=[O:17])[CH:15]=[C:14]([CH3:19])[CH3:13])[CH:5]=[CH:6][C:7]=1[CH3:8]. Reported procedure: (3-Bromo-4-methyl-phenyl)-isopropyl-amine (Compound 41, 36.78 g, 161.2 mmol) was dissolved in dichloromethane (200 mL) and the solution was cooled to 0° C. and treated with 3,3-dimethylacryloyl chloride (28.6 g, 241.8 mmol) and then pyridine (36 mL). The solution was stirred at 0° C. for 1 hour and at room temperature for 5 hours. The mixture was poured into separatory funnel containing dichloromethane and 10% aqueous HCl. The layers were separated and the aqueous layer extracted twice with dich... Reactants: CC(C)(C)c1csc(-c2cc3cc(Cn4nc(C(=O)OCc5ccccc5)c5ccccc54)ccc3o2)n1, C[O-], NC=O, [Na+], C1CCOC1. Yields the product CC(C)(C)c1csc(-c2cc3cc(Cn4nc(C(N)=O)c5ccccc54)ccc3o2)n1. Reaction SMILES: [C:1]([CH3:2])([CH3:3])([CH3:4])[c:5]1[n:6][c:7](-[c:10]2[o:11][c:12]3[c:13]([cH:14]2)[cH:15][c:16]([CH2:19][n:20]2[n:21][c:22]([C:29](=[O:30])[O:31][CH2:32][c:33]4[cH:34][cH:35][cH:36][cH:37][cH:38]4)[c:23]4[cH:24][cH:25][cH:26][cH:27][c:28]24)[cH:17][cH:18]3)[s:8][cH:9]1.[CH3:39][O-:40].[CH:42](=[O:43])[NH2:44].[Na+:41].[O:45]1[CH2:46][CH2:47][CH2:48][CH2:49]1>>[C:1]([CH3:2])([CH3:3])([CH3:4])[c:5]1[n:6][c:7](-[c:10]2[o:11][c:12]3[c:13]([cH:14]2)[cH:15][c:16]([CH2:19][n:20]2[n:21][c:22]([C:29](=[O:30])[NH2:44])[c:23]4[cH:24][cH:25][cH:26][cH:27][c:28]24)[cH:17][cH:18]3)[s:8][cH:9]1. Starting materials: CCOC(C)=O, [Li]CCCC, BrCc1ccccc1, COCCOC, CCCCCC, CCCCCC, O=S(=O)(Cc1cc(F)ccc1F)c1ccc(Cl)cc1, O. Yields the product O=S(=O)(c1ccc(Cl)cc1)C(Cc1ccccc1)c1cc(F)ccc1F. RXN SMILES: [C:45]([O:46][CH2:47][CH3:48])(=[O:49])[CH3:50].[CH2:1]([Li:2])[CH2:3][CH2:4][CH3:5].[CH2:31]([c:32]1[cH:33][cH:34][cH:35][cH:36][cH:37]1)[Br:38].[CH2:52]([CH2:53][O:54][CH3:55])[O:56][CH3:57].[CH3:39][CH2:40][CH2:41][CH2:42][CH2:43][CH3:44].[CH3:6][CH2:7][CH2:8][CH2:9][CH2:10][CH3:11].[Cl:12][c:13]1[cH:14][cH:15][c:16]([S:19](=[O:20])(=[O:21])[CH2:22][c:23]2[c:24]([F:30])[cH:25][cH:26][c:27]([F:29])[cH:28]2)[cH:17][cH:18]1.[OH2:51]>>[Cl:12][c:13]1[cH:14][cH:15][c:16]([S:19](=[O:20])(=[O:21])[CH:22]([c:23]2[c:24]([F:30])[cH:25][cH:26][c:27]([F:29])[cH:28]2)[CH2:31][c:32]2[cH:33][cH:34][cH:35][cH:36][cH:37]2)[cH:17][cH:18]1.